This data is from the Open Reaction Database (ORD), a public repository of structured organic reaction records. The task is: describe an organic reaction: reactants, conditions, products, and yield The reactants are C(\C=C/CCCCCCCC)O ((Z)-2-undecen-1-ol), C1(=CC=CC=C1)P(C1=CC=CC=C1)C1=CC=CC=C1 (triphenylphosphine), C(Cl)(Cl)(Cl)Cl (CCl4). Yields the product ClC\C=C/CCCCCCCC ((Z)-1-chloro-2-undecene). As a reaction SMILES: [CH2:1](O)/[CH:2]=[CH:3]\[CH2:4][CH2:5][CH2:6][CH2:7][CH2:8][CH2:9][CH2:10][CH3:11].C1(P(C2C=CC=CC=2)C2C=CC=CC=2)C=CC=CC=1.C(Cl)(Cl)(Cl)[Cl:33]>>[Cl:33][CH2:1]/[CH:2]=[CH:3]\[CH2:4][CH2:5][CH2:6][CH2:7][CH2:8][CH2:9][CH2:10][CH3:11]. Procedure: By the procedure of example 12, (Z)-2-undecen-1-ol (13 g), 27.8 g of triphenylphosphine in 100 ml of dry CCl4 were reacted under reflux for 6.5 h. Workup as described before as in example 12 gave 12.3 g of (Z)-1-chloro-2-undecene as a colorless oil: bp 65°-66° C./0.2 mmHg.